From a dataset of the Open Reaction Database (ORD), a public repository of structured organic reaction records. describe an organic reaction: reactants, conditions, products, and yield Reactants: O1C(=CC=C1)C1=NC(=NC(=C1I)S(=O)C)N (4-furan-2-yl-5-iodo-6-methanesulfinyl-pyrimidin-2-yl-amine), COCCO (2-methoxyethanol), C1CCC2=NCCCN2CC1 (DBU). Run in C1CCOC1 (THF). The product is O1C(=CC=C1)C1=NC(=NC(=C1I)OCCOC)N (4-Furan-2-yl-5-iodo-6-(2-methoxy-ethoxy)-pyrimidin-2-yl-amine). RXN SMILES: [O:1]1[CH:5]=[CH:4][CH:3]=[C:2]1[C:6]1[C:11]([I:12])=[C:10](S(C)=O)[N:9]=[C:8]([NH2:16])[N:7]=1.[CH3:17][O:18][CH2:19][CH2:20][OH:21].C1CCN2C(=NCCC2)CC1>C1COCC1>[O:1]1[CH:5]=[CH:4][CH:3]=[C:2]1[C:6]1[C:11]([I:12])=[C:10]([O:21][CH2:20][CH2:19][O:18][CH3:17])[N:9]=[C:8]([NH2:16])[N:7]=1. Reported procedure: From 4-furan-2-yl-5-iodo-6-methanesulfinyl-pyrimidin-2-yl-amine, 2-methoxyethanol and DBU in THF. ES-MS m/e (%): 362 (M+H+, 100).